Dataset: the Open Reaction Database (ORD), a public repository of structured organic reaction records. Task: describe an organic reaction: reactants, conditions, products, and yield Starting materials: BrC(Br)(Br)Br, COc1ccc(-c2cc(CO)c(=O)n(CC3CC3)n2)cc1F, C1CCOC1, c1ccc(P(c2ccccc2)c2ccccc2)cc1, c1ccncc1. The product is COc1ccc(-c2cc(CBr)c(=O)n(CC3CC3)n2)cc1F. Reaction SMILES: [C:23]([Br:24])([Br:25])([Br:26])[Br:27].[CH:1]1([CH2:4][n:5]2[n:6][c:7](-[c:14]3[cH:15][c:16]([F:22])[c:17]([O:20][CH3:21])[cH:18][cH:19]3)[cH:8][c:9]([CH2:12][OH:13])[c:10]2=[O:11])[CH2:2][CH2:3]1.[O:53]1[CH2:54][CH2:55][CH2:56][CH2:57]1.[c:34]1([P:35]([c:36]2[cH:37][cH:38][cH:39][cH:40][cH:41]2)[c:42]2[cH:43][cH:44][cH:45][cH:46][cH:47]2)[cH:48][cH:49][cH:50][cH:51][cH:52]1.[cH:28]1[cH:29][cH:30][n:31][cH:32][cH:33]1>>[CH:1]1([CH2:4][n:5]2[n:6][c:7](-[c:14]3[cH:15][c:16]([F:22])[c:17]([O:20][CH3:21])[cH:18][cH:19]3)[cH:8][c:9]([CH2:12][Br:24])[c:10]2=[O:11])[CH2:2][CH2:3]1.